This data is from the Open Reaction Database (ORD), a public repository of structured organic reaction records. The task is: describe an organic reaction: reactants, conditions, products, and yield The reactants are CC1=C(CCl)C(=CC=C1)C (2,6-dimethylbenzylchloride), [OH-].[Na+] (sodium hydroxide), OC1=CC=CC=2N=C(NC21)C (4-hydroxy-2-methylbenzimidazole). Solvent: C(C)#N (acetonitrile). Yields the product CC1=C(COC2=CC=CC=3N=C(NC32)C)C(=CC=C1)C (4-(2,6-dimethylbenzyloxy)-2-methylbenzimidazole). Isolated yield 16.9%. As a reaction SMILES: [OH:1][C:2]1[C:10]2[NH:9][C:8]([CH3:11])=[N:7][C:6]=2[CH:5]=[CH:4][CH:3]=1.[CH3:12][C:13]1[CH:20]=[CH:19][CH:18]=[C:17]([CH3:21])[C:14]=1[CH2:15]Cl.[OH-].[Na+]>C(#N)C>[CH3:12][C:13]1[CH:20]=[CH:19][CH:18]=[C:17]([CH3:21])[C:14]=1[CH2:15][O:1][C:2]1[C:10]2[NH:9][C:8]([CH3:11])=[N:7][C:6]=2[CH:5]=[CH:4][CH:3]=1 |f:2.3|. Procedure details: 4-hydroxy-2-methylbenzimidazole (0.59 g, 4 mmol) was dissolved in acetonitrile (15 ml). To the solution were added 2,6-dimethylbenzylchloride (0.52 g, 4 mmol) and sodium hydroxide (0.16 g, 4 mmol) (dissolved in 1 ml water) and the reaction mixture was refluxed for 2 h. The solvent was evaporated under reduced pressure and the residue was dissolved in methylene chloride and was washed with 2 M NaOH. The organic layer was separated, dried over sodium sulfate and evaporated under reduced pressure. ... Reactants: BrCC1=CC=C(C=C1)CCC(=O)O (3-[4-(bromomethyl)phenyl]propionic acid), C(C(=O)Cl)(=O)Cl (oxalyl chloride), ClCCl (dichloromethane). Yields the product ClCC1=CC=C(C=C1)CCC(=O)Cl (3-[4-(chloromethyl)phenyl]propionyl chloride). As a reaction SMILES: Br[CH2:2][C:3]1[CH:8]=[CH:7][C:6]([CH2:9]CC(O)=O)=[CH:5][CH:4]=1.[C:14](Cl)(=O)[C:15]([Cl:17])=[O:16].[Cl:20]CCl>>[Cl:20][CH2:2][C:3]1[CH:8]=[CH:7][C:6]([CH2:9][CH2:14][C:15]([Cl:17])=[O:16])=[CH:5][CH:4]=1. Procedure: A solution of 1.5 g (6.2 mmol) of 3-[4-(bromomethyl)phenyl]propionic acid (U.S. Pat. No. 4,032,533) and 1.2 g (9.3 mmol) of oxalyl chloride in 6 ml of dichloromethane was stirred at room temperature for 2.5 hours and evaporated to give 1.6 g of product as an oil. The reactants are O (water), C(C1=CC=CC=C1)OC1=C(CNC2=CC=C(N=N2)C(=O)OCCCC)C=C(C=C1)Br (butyl 6-[N-(2-benzyloxy-5-bromobenzyl)amino]pyridazine-3-carboxylate), C(C=C)Br (allyl bromide), C[Si](C)(C)[N-][Si](C)(C)C.[K+] (potassium di-(trimethylsilyl)amide). The solvent is C1CCOC1 (THF). Run at time 2 hour. The product is C(C=C)N(CC1=C(C=CC(=C1)Br)OCC1=CC=CC=C1)C1=CC=C(N=N1)C(=O)OCCCC (butyl 6-[N-allyl-N-(2-benzyloxy-5-bromobenzyl)amino]pyridazine-3-carboxylate). RXN SMILES: [CH2:1]([O:8][C:9]1[CH:29]=[CH:28][C:27]([Br:30])=[CH:26][C:10]=1[CH2:11][NH:12][C:13]1[N:18]=[N:17][C:16]([C:19]([O:21][CH2:22][CH2:23][CH2:24][CH3:25])=[O:20])=[CH:15][CH:14]=1)[C:2]1[CH:7]=[CH:6][CH:5]=[CH:4][CH:3]=1.C[Si]([N-][Si](C)(C)C)(C)C.[K+].[CH2:41](Br)[CH:42]=[CH2:43].O>C1COCC1>[CH2:43]([N:12]([C:13]1[N:18]=[N:17][C:16]([C:19]([O:21][CH2:22][CH2:23][CH2:24][CH3:25])=[O:20])=[CH:15][CH:14]=1)[CH2:11][C:10]1[CH:26]=[C:27]([Br:30])[CH:28]=[CH:29][C:9]=1[O:8][CH2:1][C:2]1[CH:3]=[CH:4][CH:5]=[CH:6][CH:7]=1)[CH:42]=[CH2:41] |f:1.2|. Reported procedure: To a mixture of butyl 6-[N-(2-benzyloxy-5-bromobenzyl)amino]pyridazine-3-carboxylate (CF3CO2H salt) (1.2 g) in THF (100 ml) under argon, was added potassium di-(trimethylsilyl)amide [7.0 ml of 0.67M solution in toluene] to give a yellow solution. To the solution was added allyl bromide (0.5 ml). The mixture was stirred for 2 hours, poured into water and extracted with diethyl ether. The organic solution was dried (MgSO4), evaporated and the residue purified by HPLC, eluting with dichloromethane,... The reactants are O=C(CCCCCBr)Nc1ccccc1O, CC#N, ClC(Cl)Cl. Product: Oc1ccccc1NCCCCCCBr. RXN SMILES: [Br:1][CH2:2][CH2:3][CH2:4][CH2:5][CH2:6][C:7](=[O:8])[NH:9][c:10]1[c:11]([OH:16])[cH:12][cH:13][cH:14][cH:15]1.[CH3:17][C:18]#[N:19].[CH:20]([Cl:21])([Cl:22])[Cl:23]>>[Br:1][CH2:2][CH2:3][CH2:4][CH2:5][CH2:6][CH2:7][NH:9][c:10]1[c:11]([OH:16])[cH:12][cH:13][cH:14][cH:15]1. Starting materials: CNC1=NC=C(C=C1N)C(F)(F)F (N2-methyl-5-trifluoromethylpyridine-2,3-diamine), C(C)SC1=C(C(=NN1C)C(F)(F)F)C=O (5-ethylthio-1-methyl-3-trifluoromethyl-1H-pyrazole-4-carboaldehyde), S(=O)([O-])[O-].[Na+].[Na+] (sodium sulfite), C([O-])(O)=O.[Na+] (sodium bicarbonate). The reagents and catalysts are [Cu](Cl)Cl (copper(II) chloride). The solvent is CN(C(C)=O)C (N,N-dimethylacetamide), C(C)(=O)OCC (Ethyl acetate). Conditions: temperature 150 celsius, time 8 hour. Product: C(C)SC1=C(C(=NN1C)C(F)(F)F)C1=NC=2C(=NC=C(C2)C(F)(F)F)N1C (2-(5-ethylthio-1-methyl-3-trifluoromethyl-1H-pyrazol-4-yl)-3-methyl-6-trifluoromethyl-3H-imidazo[4,5-b]pyridine). Isolated yield 76.1%. As a reaction SMILES: [CH3:1][NH:2][C:3]1[C:8]([NH2:9])=[CH:7][C:6]([C:10]([F:13])([F:12])[F:11])=[CH:5][N:4]=1.[CH2:14]([S:16][C:17]1[N:21]([CH3:22])[N:20]=[C:19]([C:23]([F:26])([F:25])[F:24])[C:18]=1[CH:27]=O)[CH3:15].S([O-])([O-])=O.[Na+].[Na+].C(=O)(O)[O-].[Na+]>[Cu](Cl)Cl.C(OCC)(=O)C.CN(C)C(=O)C>[CH2:14]([S:16][C:17]1[N:21]([CH3:22])[N:20]=[C:19]([C:23]([F:26])([F:25])[F:24])[C:18]=1[C:27]1[N:2]([CH3:1])[C:3]2=[N:4][CH:5]=[C:6]([C:10]([F:11])([F:12])[F:13])[CH:7]=[C:8]2[N:9]=1)[CH3:15] |f:2.3.4,5.6|. Reported procedure: A mixture of 0.22 g of N2-methyl-5-trifluoromethylpyridine-2,3-diamine, 0.26 g of 5-ethylthio-1-methyl-3-trifluoromethyl-1H-pyrazole-4-carboaldehyde, 0.18 g of sodium sulfite, 0.31 g of copper(II) chloride (anhydrous) and 2 ml of N,N-dimethylacetamide was stirred at 150° C. for 8 hours. Ethyl acetate and a saturated aqueous sodium bicarbonate solution were poured into the cooled reaction mixture, and the mixture was filtered. The aqueous layer of the filtrate was extracted with ethyl acetate and... The reactants are CCO, O=[N+]([O-])c1cccc(-c2ncccc2C(F)(F)F)c1. Product: Nc1cccc(-c2ncccc2C(F)(F)F)c1. As a reaction SMILES: [CH3:20][CH2:21][OH:22].[F:1][C:2]([c:3]1[c:4](-[c:9]2[cH:10][c:11]([N+:15]([O-:16])=[O:17])[cH:12][cH:13][cH:14]2)[n:5][cH:6][cH:7][cH:8]1)([F:18])[F:19]>>[F:1][C:2]([c:3]1[c:4](-[c:9]2[cH:10][c:11]([NH2:15])[cH:12][cH:13][cH:14]2)[n:5][cH:6][cH:7][cH:8]1)([F:18])[F:19]. The reactants are N1=CC=C(C=C1)C=1C=C2CCNC2=CC1 (5-(4-pyridinyl)indoline), C1(=CC=CC=C1)N=C=O (phenyl isocyanate). Run in C(C)#N (acetonitrile). Run at temperature 80 celsius, time 6 hour. The product is C1(=CC=CC=C1)NC(=O)N1CCC2=CC(=CC=C12)C1=CC=NC=C1 (N-phenyl-5-(4-pyridinyl)-1-indolinecarboxamide). Isolated yield 46.7%. RXN SMILES: [N:1]1[CH:6]=[CH:5][C:4]([C:7]2[CH:8]=[C:9]3[C:13](=[CH:14][CH:15]=2)[NH:12][CH2:11][CH2:10]3)=[CH:3][CH:2]=1.[C:16]1([N:22]=[C:23]=[O:24])[CH:21]=[CH:20][CH:19]=[CH:18][CH:17]=1>C(#N)C>[C:16]1([NH:22][C:23]([N:12]2[C:13]3[C:9](=[CH:8][C:7]([C:4]4[CH:5]=[CH:6][N:1]=[CH:2][CH:3]=4)=[CH:15][CH:14]=3)[CH2:10][CH2:11]2)=[O:24])[CH:21]=[CH:20][CH:19]=[CH:18][CH:17]=1. Reported procedure: To a solution of 5-(4-pyridinyl)indoline (80 mg) in acetonitrile (10 mL) was added phenyl isocyanate (53 mg) and the mixture was stirred at 80° C. for 6 hours. The mixture was evaporated to dryness and the residue was purified by column chromatography on silica gel eluting with ethyl acetate/methanol (10:1) to give N-phenyl-5-(4-pyridinyl)-1-indolinecarboxamide (60 mg) as a light-brown powder.